From a dataset of the Open Reaction Database (ORD), a public repository of structured organic reaction records. describe an organic reaction: reactants, conditions, products, and yield The reactants are NC1=NC(=C(C(=C1C#N)N1CCCCC1)C#N)SCC=1N=C(SC1)C1=CC=C(C=C1)Cl (2-Amino-6-({[2-(4-chlorophenyl)-1,3-thiazol-4-yl]methyl}sulfanyl)-4-piperidin-1-ylpyridine-3,5-dicarbonitrile), N(=O)OCCC(C)C (isopentyl nitrite), Cl (hydrochloric acid). The reagents and catalysts are [Cu](Cl)Cl (copper(II) chloride). Solvent: C(C)#N (acetonitrile). Conditions: temperature 60 celsius, time 3 hour. Product: ClC1=NC(=C(C(=C1C#N)N1CCCCC1)C#N)SCC=1N=C(SC1)C1=CC=C(C=C1)Cl (2-Chloro-6-({[2-(4-chlorophenyl)-1,3-thiazol-4-yl]methyl}sulfanyl)-4-piperidin-1-ylpyridine-3,5-dicarbonitrile). RXN SMILES: N(OCCC(C)C)=O.N[C:10]1[C:15]([C:16]#[N:17])=[C:14]([N:18]2[CH2:23][CH2:22][CH2:21][CH2:20][CH2:19]2)[C:13]([C:24]#[N:25])=[C:12]([S:26][CH2:27][C:28]2[N:29]=[C:30]([C:33]3[CH:38]=[CH:37][C:36]([Cl:39])=[CH:35][CH:34]=3)[S:31][CH:32]=2)[N:11]=1.[ClH:40]>C(#N)C.[Cu](Cl)Cl>[Cl:40][C:10]1[C:15]([C:16]#[N:17])=[C:14]([N:18]2[CH2:23][CH2:22][CH2:21][CH2:20][CH2:19]2)[C:13]([C:24]#[N:25])=[C:12]([S:26][CH2:27][C:28]2[N:29]=[C:30]([C:33]3[CH:38]=[CH:37][C:36]([Cl:39])=[CH:35][CH:34]=3)[S:31][CH:32]=2)[N:11]=1. Procedure details: 3.85 g (29.55 mmol) of isopentyl nitrite and 3.97 g (29.55 mmol) of copper(II) chloride were initially charged in 40 ml of acetonitrile, and 2.30 g (4.93 mmol) of the compound from Example 45A were added. The reaction mixture was stirred at 60° C. for 3 h. 20 ml of 1N hydrochloric acid were added to the reaction solution. The aqueous phase was extracted twice with in each case 40 ml of ethyl acetate. The combined organic phases were washed in each case once with 20 ml of saturated aqueous sodium... Starting materials: O=C([O-])[O-], CN(C)C=O, CC(C)c1cccc(C(C)C)c1NC(=O)CCl, [K+], [K+], O, O=C1NC(=O)C2(CCCC2)N1c1ccccc1. Yields the product CC(C)c1cccc(C(C)C)c1NC(=O)CN1C(=O)N(c2ccccc2)C2(CCCC2)C1=O. RXN SMILES: [C:1](=[O:2])([O-:3])[O-:4].[CH3:42][N:43]([CH3:44])[CH:45]=[O:46].[Cl:24][CH2:25][C:26](=[O:27])[NH:28][c:29]1[c:30]([CH:38]([CH3:39])[CH3:40])[cH:31][cH:32][cH:33][c:34]1[CH:35]([CH3:36])[CH3:37].[K+:5].[K+:6].[OH2:41].[c:7]1([N:13]2[C:14](=[O:23])[NH:15][C:16](=[O:22])[C:17]23[CH2:18][CH2:19][CH2:20][CH2:21]3)[cH:8][cH:9][cH:10][cH:11][cH:12]1>>[c:7]1([N:13]2[C:14](=[O:23])[N:15]([CH2:25][C:26](=[O:27])[NH:28][c:29]3[c:30]([CH:38]([CH3:39])[CH3:40])[cH:31][cH:32][cH:33][c:34]3[CH:35]([CH3:36])[CH3:37])[C:16](=[O:22])[C:17]23[CH2:18][CH2:19][CH2:20][CH2:21]3)[cH:8][cH:9][cH:10][cH:11][cH:12]1.